Dataset: the Open Reaction Database (ORD), a public repository of structured organic reaction records. Task: describe an organic reaction: reactants, conditions, products, and yield The reactants are OS(=O)(=O)O (H2SO4), C1(O)=CC(O)=CC=C1 (resorcinol), C(C1=CC=CC=C1)(=O)CC(=O)OCC (ethyl benzoylacetate). Run in O (Water). Run at time 24 hour. Product: OC1=CC=C2C(=CC(OC2=C1)=O)C1=CC=CC=C1 (7-hydroxy-4-phenyl-2H-chromen-2-one). Yield: 96.6%. Reaction SMILES: OS(O)(=O)=O.[C:6]1([CH:13]=[CH:12][CH:11]=[C:9]([OH:10])[CH:8]=1)[OH:7].[C:14]([CH2:22][C:23](OCC)=[O:24])(=O)[C:15]1[CH:20]=[CH:19][CH:18]=[CH:17][CH:16]=1>O>[OH:7][C:6]1[CH:8]=[C:9]2[C:11]([C:14]([C:15]3[CH:20]=[CH:19][CH:18]=[CH:17][CH:16]=3)=[CH:22][C:23](=[O:24])[O:10]2)=[CH:12][CH:13]=1. Procedure: Concentrated H2SO4 (65 ml) was added to a mixture of resorcinol (26.7 g, 242.4 mmol) and ethyl benzoylacetate (51.26 g, 266.7 mmol) at 0° C. The resulting suspension was stirred for 24 h at room temperature. Water (2 L) was added and the mixture was stirred for 1 h. The solid was filtered, washed with water (2 L) and dried to give 55.78 g of the titled compound. The reactants are Brc1cccnc1, CC(=O)[O-], CC(=O)[O-], CC(C)(C)[O-], CC(C)(C)O, Cc1ccccc1, [Na+], O, [Pd+2], c1ccc(-c2ncc(-c3c[nH]c(C4CCNCC4)n3)cn2)cc1. Product: c1ccc(-c2ncc(-c3c[nH]c(C4CCN(c5cccnc5)CC4)n3)cn2)cc1. As a reaction SMILES: [Br:7][c:8]1[cH:9][n:10][cH:11][cH:12][cH:13]1.[C:50]([O-:51])(=[O:52])[CH3:53].[C:55]([O-:56])(=[O:57])[CH3:58].[CH3:1][C:2]([CH3:3])([O-:4])[CH3:5].[CH3:37][C:38]([OH:39])([CH3:40])[CH3:41].[CH3:42][c:43]1[cH:44][cH:45][cH:46][cH:47][cH:48]1.[Na+:6].[OH2:49].[Pd+2:54].[c:14]1(-[c:20]2[n:21][cH:22][c:23](-[c:26]3[n:27][c:28]([CH:31]4[CH2:32][CH2:33][NH:34][CH2:35][CH2:36]4)[nH:29][cH:30]3)[cH:24][n:25]2)[cH:15][cH:16][cH:17][cH:18][cH:19]1>>[c:8]1([N:34]2[CH2:33][CH2:32][CH:31]([c:28]3[n:27][c:26](-[c:23]4[cH:22][n:21][c:20](-[c:14]5[cH:15][cH:16][cH:17][cH:18][cH:19]5)[n:25][cH:24]4)[cH:30][nH:29]3)[CH2:36][CH2:35]2)[cH:9][n:10][cH:11][cH:12][cH:13]1. Reactants: 4(b), C1=CC=C(C=C1)CCN (2-phenethylamine), FC1=C(C=C(C(=O)OC(C)(C)C)C=C1)C (tert-butyl 4-fluoro-3-methylbenzoate), BrN1C(CCC1=O)=O (N-bromosuccinimide). The reagents and catalysts are C(C1=CC=CC=C1)(=O)OOC(C1=CC=CC=C1)=O (benzoyl peroxide). The solvent is C(Cl)(Cl)(Cl)Cl (CCl4). The product is FC1=C(C=C(C(=O)OC(C)(C)C)C=C1)CNCCC1=CC=CC=C1 (tert-Butyl 4-fluoro-3-[(phenethylamino)methyl]benzoate). Yield: 64.6%. RXN SMILES: [F:1][C:2]1[CH:14]=[CH:13][C:5]([C:6]([O:8][C:9]([CH3:12])([CH3:11])[CH3:10])=[O:7])=[CH:4][C:3]=1[CH3:15].BrN1C(=O)CCC1=O.[CH:24]1[CH:29]=[CH:28][C:27]([CH2:30][CH2:31][NH2:32])=[CH:26][CH:25]=1>C(OOC(=O)C1C=CC=CC=1)(=O)C1C=CC=CC=1.C(Cl)(Cl)(Cl)Cl>[F:1][C:2]1[CH:14]=[CH:13][C:5]([C:6]([O:8][C:9]([CH3:10])([CH3:11])[CH3:12])=[O:7])=[CH:4][C:3]=1[CH2:15][NH:32][CH2:31][CH2:30][C:27]1[CH:28]=[CH:29][CH:24]=[CH:25][CH:26]=1. Reported procedure: According to the procedure of Preparation 4(b), except using tert-butyl 4-fluoro-3-methylbenzoate (6.25 g, 29.7 mmole), N-bromosuccinimide (5.75 g, 32.3 mmole), benzoyl peroxide (375 mg, 1 .6 mmole ), CCl4 (50 gL), and 2-phenethylamine (19 mL, 151 mmole ), the title compound (6.32 g, 64%) was prepared as a yellow oil following flash chromatography on silica gel (gradient: 20-40% EtOAc/hexanes): MS (ES) m/e 330.1 (M+H)+. As a reaction SMILES: [NH2:1][CH2:2][CH2:3][C:4]([OH:6])=[O:5].[CH3:7][S:8](Cl)(=[O:10])=[O:9]>[OH-].[Na+]>[CH3:7][S:8]([NH:1][CH2:2][CH2:3][C:4]([OH:6])=[O:5])(=[O:10])=[O:9] |f:2.3|. Solvent: [OH-].[Na+] (NaOH), [OH-].[Na+] (NaOH). The reactants are NCCC(=O)O (β--alanine), CS(=O)(=O)Cl (methanesulfonyl chloride). Product: CS(=O)(=O)NCCC(=O)O (Methylsulfonyl--β--alanine). Procedure details: 22.3 g of β--alanine are dissolved in 125 ml of 2N NaOH. 20 ml of methanesulfonyl chloride and 145 ml of 2N NaOH are simultaneously added dropwise at 0°-5° C., with vibromixing, and the mixture is vibrated at room temperature for 3 hours. The solution is extracted with ether and the extract is diluted to 400 ml and stirred with a strongly acid ion exchanger (Lewatit® S 100) until the pH reaches about 2. The solution is then evaporated to dryness in vacuo. The residue is taken up in ethyl acetate... Reaction conditions: time 3 hour. Reactants: 4-(triphenylphosphinemethylenecarbonyl)-1-azabicyclo [2.2.1]heptane, [N+](=O)([O-])C=1C=C(C(=O)N=[N+]=[N-])C=CC1 (m-nitrobenzoylazide), C(C)#N (acetonitrile), title compound ( D25 ). Reaction conditions: time 8 hour. Product: [N+](=O)([O-])C=1C=C(C(=O)N2N=NC(=C2)C23CCN(CC2)C3)C=CC1 (4-(1-m-Nitrobenzoyl-1,2,3-triazol-4-yl)-1-azabicyclo-[2.2.1]heptane). As a reaction SMILES: [N+:1]([C:4]1[CH:5]=[C:6]([CH:12]=[CH:13][CH:14]=1)[C:7]([N:9]=[N+:10]=[N-:11])=[O:8])([O-:3])=[O:2].[C:15](#[N:17])[CH3:16]>>[N+:1]([C:4]1[CH:5]=[C:6]([CH:12]=[CH:13][CH:14]=1)[C:7]([N:9]1[CH:4]=[C:5]([C:6]23[CH2:7][N:17]([CH2:13][CH2:12]2)[CH2:15][CH2:16]3)[N:11]=[N:10]1)=[O:8])([O-:3])=[O:2]. Reported procedure: A solution of 4-(triphenylphosphinemethylenecarbonyl)-1-azabicyclo [2.2.1]heptane (D24) (4 g, 0.01 mole) in dry acetonitrile (80 ml) was treated with m-nitrobenzoylazide* (3.8 g, 0.020 mole) under nitrogen and the solution heated to reflux for 2 h. The solution was then concentrated in vacuo to a gum which was dissolved in ethyl acetate (30 ml) and allowed to stand at 0° C. overnight when the title compound (D25) (1.35 g, 0.0043 mole, 43%) crystallised out. RXN SMILES: [Br:5][c:6]1[cH:7][c:8]([CH2:9][OH:10])[cH:11][c:12]([Br:25])[c:13]1[O:14][c:15]1[cH:16][c:17]([CH:22]([CH3:23])[CH3:24])[c:18]([OH:21])[cH:19][cH:20]1.[Cl:26][CH2:27][Cl:28].[P:1]([Br:2])([Br:3])[Br:4]>>[Br:2][CH2:9][c:8]1[cH:7][c:6]([Br:5])[c:13]([O:14][c:15]2[cH:16][c:17]([CH:22]([CH3:23])[CH3:24])[c:18]([OH:21])[cH:19][cH:20]2)[c:12]([Br:25])[cH:11]1. The product is CC(C)c1cc(Oc2c(Br)cc(CBr)cc2Br)ccc1O. Starting materials: CC(C)c1cc(Oc2c(Br)cc(CO)cc2Br)ccc1O, ClCCl, BrP(Br)Br. Reactants: BrCc1ccccc1, O=C([O-])[O-], CCOC(C)=O, [K+], [K+], CN(C)C=O, O, O=C1NCCOc2cc(O)ccc21. Yields the product O=C1NCCOc2cc(OCc3ccccc3)ccc21. As a reaction SMILES: [Br:14][CH2:15][c:16]1[cH:17][cH:18][cH:19][cH:20][cH:21]1.[C:22](=[O:23])([O-:24])[O-:25].[CH3:33][CH2:34][O:35][C:36]([CH3:37])=[O:38].[K+:26].[K+:27].[O:28]=[CH:29][N:30]([CH3:31])[CH3:32].[OH2:39].[OH:1][c:2]1[cH:3][c:4]2[c:5]([cH:12][cH:13]1)[C:6](=[O:11])[NH:7][CH2:8][CH2:9][O:10]2>>[O:1]([c:2]1[cH:3][c:4]2[c:5]([cH:12][cH:13]1)[C:6](=[O:11])[NH:7][CH2:8][CH2:9][O:10]2)[CH2:15][c:16]1[cH:17][cH:18][cH:19][cH:20][cH:21]1.